Task: describe an organic reaction: reactants, conditions, products, and yield. Dataset: the Open Reaction Database (ORD), a public repository of structured organic reaction records Starting materials: FC=1C=C(C=CC1N1C[C@@H]2CN(C[C@@H]2C1)C(COCC1=CC=CC=C1)=O)N1C(O[C@H](C1)CNC(C)=O)=O ((S)-N-[[3-[3-fluoro-4-[cis-3-(benzyloxyacetyl)-3,7-diazabicyclo[3.3.0]octan-7-yl]phenyl]-2-oxo-5-oxazolidinyl]methyl]acetamide), [H][H] (hydrogen). Reagents/catalysts: [Pd] (palladium on carbon). The solvent is CO (methanol). The product is FC=1C=C(C=CC1N1C[C@@H]2CN(C[C@@H]2C1)C(CO)=O)N1C(O[C@H](C1)CNC(C)=O)=O ((S)-N-[[3-[3-fluoro4-[cis-3-(hydroxyacetyl)-3,7-diazabicyclo[3.3.0]octan-7-yl]phenyl]-2-oxo-5-oxazolidinyl]methyl]acetamide). As a reaction SMILES: [F:1][C:2]1[CH:3]=[C:4]([N:27]2[CH2:31][C@H:30]([CH2:32][NH:33][C:34](=[O:36])[CH3:35])[O:29][C:28]2=[O:37])[CH:5]=[CH:6][C:7]=1[N:8]1[CH2:15][C@@H:14]2[C@@H:10]([CH2:11][N:12]([C:16](=[O:26])[CH2:17][O:18]CC3C=CC=CC=3)[CH2:13]2)[CH2:9]1.[H][H]>[Pd].CO>[F:1][C:2]1[CH:3]=[C:4]([N:27]2[CH2:31][C@H:30]([CH2:32][NH:33][C:34](=[O:36])[CH3:35])[O:29][C:28]2=[O:37])[CH:5]=[CH:6][C:7]=1[N:8]1[CH2:15][C@@H:14]2[C@@H:10]([CH2:11][N:12]([C:16](=[O:26])[CH2:17][OH:18])[CH2:13]2)[CH2:9]1. Reported procedure: The (S)-N-[[3-[3-fluoro-4-[cis-3-(benzyloxyacetyl)-3,7-diazabicyclo[3.3.0]octan-7-yl]phenyl]-2-oxo-5-oxazolidinyl]methyl]acetamide (110 mg, 0.22 mmol), methanol (25 mL) and 10% palladium on carbon (100 mg) are combined and placed under 40 p.s.i. of hydrogen and shaken for 5 days. The reaction is filtered through celite, concentrated in vacuo, and chromatographed on silica gel (230-400 mesh, 100 mL), eluting with chloroform/methanol (95/5). The appropriate fractions are combined (Rf =0.20, TLC, c... Starting materials: ClC(C(O)O)(Cl)Cl (chloral hydrate), O.O.O.O.O.O.O.O.O.O.S(=O)(=O)([O-])[O-].[Na+].[Na+] (sodium sulfate decahydrate), ClC1=C(N)C=CC(=C1)F (2-chloro-4-fluoroaniline), Cl.NO (hydroxylamine hydrochloride), Cl (hydrochloric acid). Run in O (water), O (water). Conditions: time 16 hour. Product: ClC1=C(C=CC(=C1)F)NC(C=NO)=O (N-(2-Chloro-4-fluorophenyl)-2-(hydroxyimino)-acetamide). Yield: 75.8%. As a reaction SMILES: Cl[C:2](Cl)(Cl)[CH:3]([OH:5])O.[OH2:8].O.O.O.O.O.O.O.O.O.S([O-])([O-])(=O)=O.[Na+].[Na+].[Cl:25][C:26]1[CH:32]=[C:31]([F:33])[CH:30]=[CH:29][C:27]=1[NH2:28].Cl.[NH2:35]O.Cl>O>[Cl:25][C:26]1[CH:32]=[C:31]([F:33])[CH:30]=[CH:29][C:27]=1[NH:28][C:3](=[O:5])[CH:2]=[N:35][OH:8] |f:1.2.3.4.5.6.7.8.9.10.11.12.13,15.16|. Procedure: A solution of chloral hydrate (6.25 g, 37.8 mmol), sodium sulfate decahydrate (48.3 g, 340 mmol) and water (100 mL) was added to a stirred solution of 2-chloro-4-fluoroaniline (5.0 g, 34 mmol), hydroxylamine hydrochloride (9.19 g, 130 mmol), water (50 mL) and concentrated hydrochloric acid (3 mL). The reaction mixture was heated under reflux for 1 h, cooled to room temperature, stirred for 16 h and filtered. The filter-cake was recrystallised (methanol-water) to give the product (5.58 g, 75% yie...